This data is from the Open Reaction Database (ORD), a public repository of structured organic reaction records. The task is: describe an organic reaction: reactants, conditions, products, and yield The reactants are ester carbonyl, ClCCCC1(CC=CCC1C1=CC=CC=C1)CO (1-(3-chloropropyl)-6-phenyl-3-cyclohexene-1-methanol), C(C)(C)O (isopropyl alcohol), CC(=O)C.OS(=O)(=O)O.O=[Cr](=O)=O (Jones reagent). Solvent: CC(=O)C (acetone). Run at temperature 0 celsius, time 2 hour. Product: ClCCCC1(CC=CCC1C1=CC=CC=C1)C(=O)O (1-(3-chloropropyl)-6-phenyl-3-cyclohexene-1-carboxylic acid). Yield: 87.0%. Reaction SMILES: [Cl:1][CH2:2][CH2:3][CH2:4][C:5]1([CH2:17][OH:18])[CH:10]([C:11]2[CH:16]=[CH:15][CH:14]=[CH:13][CH:12]=2)[CH2:9][CH:8]=[CH:7][CH2:6]1.CC(C)=[O:21].OS(O)(=O)=O.O=[Cr](=O)=O.C(O)(C)C>CC(C)=O>[Cl:1][CH2:2][CH2:3][CH2:4][C:5]1([C:17]([OH:21])=[O:18])[CH:10]([C:11]2[CH:12]=[CH:13][CH:14]=[CH:15][CH:16]=2)[CH2:9][CH:8]=[CH:7][CH2:6]1 |f:1.2.3|. Reported procedure: Ethyl 1-(3-chloropropyl)-6-phenyl-3-cyclohexene-1-carboxylate (8.65 g, 29.4 mmol) dissolved in toluene (200 ml) was added dropwise to a 1.0M stock solution of diisobutylaluminum hydride (DIBAL, 2.2 equiv., 64.6 ml). The contents were stirred for 16 hrs. under N2 at ambient temperature. The reaction was then chilled to 0° C. and water (100 ml) added. The resulting precipitate was filtered off and the filtrate was dried over MgSO4, filtered, and concentrated in vacuo to afford 7.21 g (92% yield) o... Reactants: C(=O)(O)C=NC=1C(C(=O)O)=CC=C(C1)Cl (N-carboxymethylene-4-chloro-anthranilic acid), OS(=O)(=O)O (H2SO4). Solvent: C(CCC)O (n-butanol). Run at temperature 75 celsius. The product is C(=O)(OCCCC)C=NC=1C(C(=O)O)=CC=C(C1)Cl (N-carbobutoxymethylene-4-chloro-anthranilic acid). Isolated yield 151.4%. RXN SMILES: [C:1]([CH:4]=[N:5][C:6]1[C:7](=[CH:11][CH:12]=[C:13]([Cl:15])[CH:14]=1)[C:8]([OH:10])=[O:9])([OH:3])=[O:2].OS(O)(=O)=O>C(O)CCC>[C:1]([CH:4]=[N:5][C:6]1[C:7](=[CH:11][CH:12]=[C:13]([Cl:15])[CH:14]=1)[C:8]([OH:10])=[O:9])([O:3][CH2:7][CH2:6][CH2:14][CH3:13])=[O:2]. Procedure: 5 g (21.8 mmol) of N-carboxymethylene-4-chloro-anthranilic acid are dissolved in 40 ml of n-butanol. 108 mg (1.05 mmol) of concentrated H2SO4 are added and the mixture is heated at 75° C. for 2 hours. After cooling to room temperature, the product which has precipitated out is filtered off with suction, washed with n-butanol and dried. 4.7 g (16.5 mmol; 76%) of pale yellow crystalline N-carbobutoxymethylene-4-chloro-anthranilic acid are obtained. Reactants: C(CCC)[Sn](C=1SC=CN1)(CCCC)CCCC (2-tributylstannylthiazole), IC=1C=C(N)C=CC1 (3-iodoaniline). The reagents and catalysts are C=1C=CC(=CC1)[P](C=2C=CC=CC2)(C=3C=CC=CC3)[Pd]([P](C=4C=CC=CC4)(C=5C=CC=CC5)C=6C=CC=CC6)([P](C=7C=CC=CC7)(C=8C=CC=CC8)C=9C=CC=CC9)[P](C=1C=CC=CC1)(C=1C=CC=CC1)C=1C=CC=CC1 (Pd(Ph3P)4). Solvent: C1(=CC=CC=C1)C (toluene). Conditions: temperature 115 celsius, time 3 hour. Yields the product S1C(=NC=C1)C=1C=C(N)C=CC1 (3-(thiazol-2-yl)aniline). Yield: 96.7%. As a reaction SMILES: C([Sn](CCCC)(CCCC)[C:6]1[S:7][CH:8]=[CH:9][N:10]=1)CCC.I[C:20]1[CH:21]=[C:22]([CH:24]=[CH:25][CH:26]=1)[NH2:23]>C1(C)C=CC=CC=1.C1C=CC([P]([Pd]([P](C2C=CC=CC=2)(C2C=CC=CC=2)C2C=CC=CC=2)([P](C2C=CC=CC=2)(C2C=CC=CC=2)C2C=CC=CC=2)[P](C2C=CC=CC=2)(C2C=CC=CC=2)C2C=CC=CC=2)(C2C=CC=CC=2)C2C=CC=CC=2)=CC=1>[S:7]1[CH:8]=[CH:9][N:10]=[C:6]1[C:20]1[CH:21]=[C:22]([CH:24]=[CH:25][CH:26]=1)[NH2:23] |^1:37,39,58,77|. Procedure: The mixture of 2-tributylstannylthiazole (1.57 mL, 5.00 mmol), 3-iodoaniline (0.50 mL, 4.16 mmol) and Pd(Ph3P)4 (465 mg, 0.4 mmol) in 50 mL toluene was degassed using Ar. The mixture was then stirred under Ar at 115° C. for 3 h. The mixture was concentrated and subjected to flash column (0 to 4.5% MeOH in DCM) to isolate 3-(thiazol-2-yl)aniline (709 mg, 95% yield). Yield: 62.9%. Product: FC1=CC=C(C=C1)C1(CCC(CC1)=O)C#N (1-(4-Fluoro-phenyl)-4-oxo-cyclohexanecarbonitrile). Run in C(C)O (ethanol). Starting materials: COC(=O)C1C(CCC(C1)(C1=CC=C(C=C1)F)C#N)=O (5-Cyano-5-(4-fluoro-phenyl)-2-oxo-cyclohexanecarboxylic acid methyl ester), Cl (hydrochloric acid). As a reaction SMILES: COC([CH:5]1[CH2:10][C:9]([C:18]#[N:19])([C:11]2[CH:16]=[CH:15][C:14]([F:17])=[CH:13][CH:12]=2)[CH2:8][CH2:7][C:6]1=[O:20])=O.Cl>C(O)C>[F:17][C:14]1[CH:13]=[CH:12][C:11]([C:9]2([C:18]#[N:19])[CH2:8][CH2:7][C:6](=[O:20])[CH2:5][CH2:10]2)=[CH:16][CH:15]=1. Reported procedure: 101.5 g of 5-Cyano-5-(4-fluoro-phenyl)-2-oxo-cyclohexanecarboxylic acid methyl ester (11) were dissolved in 680 mL of ethanol and 171 mL of concentrated aqueous hydrochloric acid were added. The mixture was heated to reflux for 40 h, then evaporated. The residue was taken up in water and extracted with dichloromethane. The organic layer was washed with brine, dried over magnesium sulphate and evaporated to give 95.2 g of crude product, that was purified by silica gel filtration (heptanes:ethyl a... RXN SMILES: Cl[C:2]1[C:9]([N+:10]([O-:12])=[O:11])=[CH:8][CH:7]=[CH:6][C:3]=1[CH:4]=O.[H-].[Na+].[SH:15][CH2:16][C:17]([O:19][CH3:20])=[O:18]>>[CH3:20][O:19][C:17]([C:16]1[S:15][C:2]2[C:9]([N+:10]([O-:12])=[O:11])=[CH:8][CH:7]=[CH:6][C:3]=2[CH:4]=1)=[O:18] |f:1.2|. The reactants are ClC1=C(C=O)C=CC=C1[N+](=O)[O-] (2-chloro-3-nitrobenzaldehyde), [H-].[Na+] (sodium hydride), SCC(=O)OC (methyl mercaptoacetate). Yields the product COC(=O)C=1SC2=C(C1)C=CC=C2[N+](=O)[O-] (Methyl7-nitro-1-benzothiophene-2-carboxylate). Procedure details: Using 3.04 g (16.4 mmol) of 2-chloro-3-nitrobenzaldehyde, 0.98 g (24.6 mmol) of sodium hydride (60% pure) and 2.09 g (19.7 mmol) of methyl mercaptoacetate, 3.68 g (85% of theory) of the title compound are obtained.